Dataset: the Open Reaction Database (ORD), a public repository of structured organic reaction records. Task: describe an organic reaction: reactants, conditions, products, and yield Starting materials: [Li]CCCC, C1CCOC1, CCCCCC, CCOCC, Cc1noc(C)c1Cl, NCCCCN, O=C=O, O. Product: Cc1noc(CC(=O)O)c1Cl. As a reaction SMILES: [CH2:15]([Li:16])[CH2:17][CH2:18][CH3:19].[CH2:35]1[O:36][CH2:37][CH2:38][CH2:39]1.[CH3:23][CH2:24][CH2:25][CH2:26][CH2:27][CH3:28].[CH3:29][CH2:30][O:31][CH2:32][CH3:33].[Cl:1][c:2]1[c:3]([CH3:8])[n:4][o:5][c:6]1[CH3:7].[NH2:9][CH2:10][CH2:11][CH2:12][CH2:13][NH2:14].[O:20]=[C:21]=[O:22].[OH2:34]>>[Cl:1][c:2]1[c:3]([CH3:8])[n:4][o:5][c:6]1[CH2:7][C:21](=[O:20])[OH:22].